describe an organic reaction: reactants, conditions, products, and yield From a dataset of the Open Reaction Database (ORD), a public repository of structured organic reaction records. Product: COC(C)COC(C)CO (dipropyleneglycol monomethyl ether). Isolated yield 39.4%. Procedure: A slurry obtained by mixing 37.7 g of a borosilicate glass powder, 24.9 g of alumina powder, 6.2 g of an acrylic organic binder containing hydroxyl groups, 3.1 g of ethanol, 3.0 g of trimethylolpropane triacrylate, 1.2 g of 2-methyl-1-[4-(methylthio)phenyl]2-morphorinopropane-1-on, 0.3 g of 2,4-diethylthioxanthone and 0.5 g of dipropyleneglycol monomethyl ether was formed into a sheet by the doctor blade method. The sheet was dried at 100° C. to obtain a photosensitive insulating ceramic green s... The solvent is C(C)O (ethanol). As a reaction SMILES: [C:1]([OH:5])(=O)[CH:2]=[CH2:3].[C:6]([OH:10])(=O)[CH:7]=[CH2:8].[C:11](O)(=[O:14])C=C.C(C(CO)(CO)CC)O.C(C1C=C(CC)C2SC3C(=CC=CC=3)C(=O)C=2C=1)C>C(O)C>[CH3:11][O:14][CH:7]([CH2:6][O:10][CH:2]([CH2:1][OH:5])[CH3:3])[CH3:8] |f:0.1.2.3|. The reactants are C(C=C)(=O)O.C(C=C)(=O)O.C(C=C)(=O)O.C(O)C(CC)(CO)CO (trimethylolpropane triacrylate), C(C)C1=CC=2C(C3=CC=CC=C3SC2C(=C1)CC)=O (2,4-diethylthioxanthone). Starting materials: CN1CCCC1=O, CCN(C(C)C)C(C)C, CCOC(=O)c1sc(N2CCC(NC(=O)c3[nH]c(C)c(Cl)c3Cl)C(OC)C2)nc1-c1cnc(Cl)cn1, NCC1CN2CCN1CC2, O. Product: CCOC(=O)c1sc(N2CCC(NC(=O)c3[nH]c(C)c(Cl)c3Cl)C(OC)C2)nc1-c1cnc(NCC2CN3CCN2CC3)cn1. Reaction SMILES: [CH3:57][N:58]1[CH2:59][CH2:60][CH2:61][C:62]1=[O:63].[CH:47]([N:48]([CH2:49][CH3:50])[CH:51]([CH3:52])[CH3:53])([CH3:54])[CH3:55].[Cl:1][c:2]1[n:3][cH:4][c:5](-[c:8]2[n:9][c:10]([N:18]3[CH2:19][CH:20]([O:35][CH3:36])[CH:21]([NH:24][C:25](=[O:26])[c:27]4[nH:28][c:29]([CH3:34])[c:30]([Cl:33])[c:31]4[Cl:32])[CH2:22][CH2:23]3)[s:11][c:12]2[C:13](=[O:14])[O:15][CH2:16][CH3:17])[n:6][cH:7]1.[N:37]12[CH:38]([CH2:45][NH2:46])[CH2:39][N:40]([CH2:41][CH2:42]1)[CH2:43][CH2:44]2.[OH2:56]>>[c:2]1([NH:46][CH2:45][CH:38]2[N:37]3[CH2:42][CH2:41][N:40]([CH2:39]2)[CH2:43][CH2:44]3)[n:3][cH:4][c:5](-[c:8]2[n:9][c:10]([N:18]3[CH2:19][CH:20]([O:35][CH3:36])[CH:21]([NH:24][C:25](=[O:26])[c:27]4[nH:28][c:29]([CH3:34])[c:30]([Cl:33])[c:31]4[Cl:32])[CH2:22][CH2:23]3)[s:11][c:12]2[C:13](=[O:14])[O:15][CH2:16][CH3:17])[n:6][cH:7]1. The reactants are CC(C)(C)C(=O)Cl, CC(C)(C)OC(=O)N1CCC(CCO)CC1, [H-], [Na+], CN(C)C=O, O. The product is CC(C)(C)OC(=O)N1CCC(CCOC(=O)C(C)(C)C)CC1. Reaction SMILES: [C:19]([C:20]([CH3:21])([CH3:22])[CH3:23])(=[O:24])[Cl:25].[C:1]([CH3:2])([CH3:3])([CH3:4])[O:5][C:6](=[O:7])[N:8]1[CH2:9][CH2:10][CH:11]([CH2:14][CH2:15][OH:16])[CH2:12][CH2:13]1.[H-:18].[Na+:17].[O:27]=[CH:28][N:29]([CH3:30])[CH3:31].[OH2:26]>>[C:1]([CH3:2])([CH3:3])([CH3:4])[O:5][C:6](=[O:7])[N:8]1[CH2:9][CH2:10][CH:11]([CH2:14][CH2:15][O:16][C:19]([C:20]([CH3:21])([CH3:22])[CH3:23])=[O:24])[CH2:12][CH2:13]1. Reactants: CC1(C)Cc2cc(C(=O)O)ccc2NC1c1cccc(Br)c1, O=C([O-])[O-], CN(C)CC(=O)O, CS(C)=O, CC(C)C1COC(=O)N1, Cl, [Cu]I, [K+], [K+]. Yields the product CC(C)C1COC(=O)N1c1cccc(C2Nc3ccc(C(=O)O)cc3CC2(C)C)c1. RXN SMILES: [Br:1][c:2]1[cH:3][c:4]([CH:8]2[NH:9][c:10]3[cH:11][cH:12][c:13]([C:20](=[O:21])[OH:22])[cH:14][c:15]3[CH2:16][C:17]2([CH3:18])[CH3:19])[cH:5][cH:6][cH:7]1.[C:40](=[O:41])([O-:42])[O-:43].[CH3:33][N:34]([CH3:35])[CH2:36][C:37]([OH:38])=[O:39].[CH3:46][S:47](=[O:48])[CH3:49].[CH:23]([CH3:24])([CH3:25])[CH:26]1[NH:27][C:28](=[O:31])[O:29][CH2:30]1.[ClH:32].[Cu:50][I:51].[K+:44].[K+:45]>>[c:2]1([N:27]2[CH:26]([CH:23]([CH3:24])[CH3:25])[CH2:30][O:29][C:28]2=[O:31])[cH:3][c:4]([CH:8]2[NH:9][c:10]3[cH:11][cH:12][c:13]([C:20](=[O:21])[OH:22])[cH:14][c:15]3[CH2:16][C:17]2([CH3:18])[CH3:19])[cH:5][cH:6][cH:7]1.